From a dataset of the Open Reaction Database (ORD), a public repository of structured organic reaction records. describe an organic reaction: reactants, conditions, products, and yield Starting materials: C(=O)([O-])[O-].[Cs+].[Cs+] (Cs2CO3), C(C)OC(C(C)(C)OC1=C(C=C(C=C1)O)C)=O (2-(4-hydroxy-2-methyl-phenoxy)-2-methyl-propionic acid ethyl ester), ClCC=1C(=NC(=CC1)C1=CC(=CC=C1)C(F)(F)F)C (3-chloromethyl-2-methyl-6-(3-trifluoromethyl-phenyl)-pyridine). The solvent is C(C)#N (acetonitrile). Run at time 3.5 hour. Product: C(C)OC(C(C)(OC1=C(C=C(C=C1)OCC=1C(=NC(=CC1)C1=CC(=CC=C1)C(F)(F)F)C)C)C)=O (2-Methyl-2-{2-methyl-4-[2-methyl-6-(3-trifluoromethyl-phenyl)-pyridin-3-ylmethoxy]-phenoxy}-propionic acid ethyl ester). Reaction SMILES: [CH2:1]([O:3][C:4](=[O:17])[C:5]([O:8][C:9]1[CH:14]=[CH:13][C:12]([OH:15])=[CH:11][C:10]=1[CH3:16])([CH3:7])[CH3:6])[CH3:2].Cl[CH2:19][C:20]1[C:21]([CH3:36])=[N:22][C:23]([C:26]2[CH:31]=[CH:30][CH:29]=[C:28]([C:32]([F:35])([F:34])[F:33])[CH:27]=2)=[CH:24][CH:25]=1.C([O-])([O-])=O.[Cs+].[Cs+]>C(#N)C>[CH2:1]([O:3][C:4](=[O:17])[C:5]([CH3:6])([O:8][C:9]1[CH:14]=[CH:13][C:12]([O:15][CH2:19][C:20]2[C:21]([CH3:36])=[N:22][C:23]([C:26]3[CH:31]=[CH:30][CH:29]=[C:28]([C:32]([F:35])([F:33])[F:34])[CH:27]=3)=[CH:24][CH:25]=2)=[CH:11][C:10]=1[CH3:16])[CH3:7])[CH3:2] |f:2.3.4|. Procedure: To 0.150 g (0.629 mmol) of 2-(4-hydroxy-2-methyl-phenoxy)-2-methyl-propionic acid ethyl ester (described in WO 02/092590) and 0.180 g (0.629 mmol) of the above prepared (example 2A]) 3-chloromethyl-2-methyl-6-(3-trifluoromethyl-phenyl)-pyridine, dissolved in 5.4 ml of abs. acetonitrile, was added 0.226 g of Cs2CO3 (0.692 mmol). The reaction was stirred for 3.5 h at ambient temperature. Pouring onto crashed ice, twofold extraction with AcOEt, washing with water, drying over sodium sulfate, and ev... The reactants are COC(=O)c1cnc(Cl)s1, CN(C(=O)c1ccc(Cl)cc1)C1CCNCC1c1ccc(Cl)c(Cl)c1, Cl. The product is COC(=O)c1cnc(N2CCC(N(C)C(=O)c3ccc(Cl)cc3)C(c3ccc(Cl)c(Cl)c3)C2)s1. As a reaction SMILES: [Cl:27][c:28]1[s:29][c:30]([C:33](=[O:34])[O:35][CH3:36])[cH:31][n:32]1.[Cl:2][c:3]1[cH:4][cH:5][c:6]([C:7](=[O:8])[N:9]([CH3:10])[CH:11]2[CH:12]([c:17]3[cH:18][c:19]([Cl:24])[c:20]([Cl:23])[cH:21][cH:22]3)[CH2:13][NH:14][CH2:15][CH2:16]2)[cH:25][cH:26]1.[ClH:1]>>[Cl:2][c:3]1[cH:4][cH:5][c:6]([C:7](=[O:8])[N:9]([CH3:10])[CH:11]2[CH:12]([c:17]3[cH:18][c:19]([Cl:24])[c:20]([Cl:23])[cH:21][cH:22]3)[CH2:13][N:14]([c:28]3[s:29][c:30]([C:33](=[O:34])[O:35][CH3:36])[cH:31][n:32]3)[CH2:15][CH2:16]2)[cH:25][cH:26]1. Starting materials: C(C)(C)(C)OC(NCC1=CC2=C(N(C(=N2)CN2C(N(C(C3=CC=CC=C23)=O)C2CC2)=O)CCC(C)C)C=C1)=O ([2-(3-cyclopropyl-2,4-dioxo-3,4-dihydro-2H-quinazolin-1-ylmethyl)-1-(3-methyl-butyl)-1H-benzoimidazol-5-ylmethyl]-carbamic acid tert-butyl ester), Cl (HCl), C1(CC1)N1C(NC2=CC=CC=C2C1=O)=O (3-cyclopropyl-1H-quinazoline-2,4-dione), COC(=O)C1=CC2=C(N(C(=N2)CCl)CCC(C)C)C=C1 (2-chloromethyl-1-(3-methyl-butyl)-1H-benzoimidazole-5-carboxylic acid methyl ester). Solvent: O (water). Yields the product COC(=O)C1=CC2=C(N(C(=N2)CN2C(N(C(C3=CC=CC=C23)=O)C2CC2)=O)CCC(C)C)C=C1 (2-(3-Cyclopropyl-2,4-dioxo-3,4-dihydro-2H-quinazolin-1-ylmethyl)-1-(3-methyl-butyl)-1H-benzoimidazole-5-carboxylic acid methyl ester). Yield: 90.0%. Reaction SMILES: C(OC(=O)NC[C:9]1[CH:38]=[CH:37][C:12]2[N:13]([CH2:32][CH2:33][CH:34]([CH3:36])[CH3:35])[C:14]([CH2:16][N:17]3[C:26]4[C:21](=[CH:22][CH:23]=[CH:24][CH:25]=4)[C:20](=[O:27])[N:19]([CH:28]4[CH2:30][CH2:29]4)[C:18]3=[O:31])=[N:15][C:11]=2[CH:10]=1)(C)(C)C.C1(N2C(=O)C3C(=CC=CC=3)NC2=O)CC1.[CH3:55][O:56][C:57](C1C=CC2N(CCC(C)C)C(CCl)=NC=2C=1)=[O:58].Cl>O>[CH3:55][O:56][C:57]([C:9]1[CH:38]=[CH:37][C:12]2[N:13]([CH2:32][CH2:33][CH:34]([CH3:36])[CH3:35])[C:14]([CH2:16][N:17]3[C:26]4[C:21](=[CH:22][CH:23]=[CH:24][CH:25]=4)[C:20](=[O:27])[N:19]([CH:28]4[CH2:29][CH2:30]4)[C:18]3=[O:31])=[N:15][C:11]=2[CH:10]=1)=[O:58]. Reported procedure: The procedure for the preparation of [2-(3-cyclopropyl-2,4-dioxo-3,4-dihydro-2H-quinazolin-1-ylmethyl)-1-(3-methyl-butyl)-1H-benzoimidazol-5-ylmethyl]-carbamic acid tert-butyl ester was followed starting from 3-cyclopropyl-1H-quinazoline-2,4-dione (309 mg, 1.53 mmol) and 2-chloromethyl-1-(3-methyl-butyl)-1H-benzoimidazole-5-carboxylic acid methyl ester; HCl salt (506 mg, 1.53 mmol). At the end of the reaction a precipitate had formed. The mixture was diluted with water, and the solid collected b... Yield: 30.0%. Reaction SMILES: [F:1][C:2]1[CH:3]=[C:4]([C:9]2[C:17]3[C:12](=[CH:13][C:14]([OH:18])=[CH:15][CH:16]=3)[C:11](=[O:19])[C:10]=2[C:20]2[CH:21]=[N:22][CH:23]=[CH:24][CH:25]=2)[CH:5]=[C:6]([F:8])[CH:7]=1.C([O-])([O-])=O.[K+].[K+].Br[CH2:33][CH2:34][C:35]1[CH:40]=[CH:39][CH:38]=[CH:37][CH:36]=1>CC#N.CCOC(C)=O>[F:8][C:6]1[CH:5]=[C:4]([C:9]2[C:17]3[C:12](=[CH:13][C:14]([O:18][CH2:33][CH2:34][C:35]4[CH:40]=[CH:39][CH:38]=[CH:37][CH:36]=4)=[CH:15][CH:16]=3)[C:11](=[O:19])[C:10]=2[C:20]2[CH:21]=[N:22][CH:23]=[CH:24][CH:25]=2)[CH:3]=[C:2]([F:1])[CH:7]=1 |f:1.2.3|. Reported procedure: To a solution of 3-(3,5-difluorophenyl)-6-hydroxy-2-(pyridin-3-yl)-1H-inden-1-one (0.15 mol, 50 mg) obtained in Step 1 in CH3CN was added K2CO3(1.5 eq). 1-(2-bromoethyl)benzene (1.5 eq) was added dropwise and the resulting mixture was heated to reflux for 3 d. The reaction was cooled to room temperature and diluted with EtOAc. The organic layer was washed with H2O, dried over MgSO4, and concentrated in vacuo to obtain the title compound (30%). Run in CCOC(=O)C (EtOAc), CC#N (CH3CN). The product is FC=1C=C(C=C(C1)F)C1=C(C(C2=CC(=CC=C12)OCCC1=CC=CC=C1)=O)C=1C=NC=CC1 (3-(3,5-Difluorophenyl)-6-phenethoxy-2-(pyridin-3-yl)-1H-inden-1-one). Starting materials: FC=1C=C(C=C(C1)F)C1=C(C(C2=CC(=CC=C12)O)=O)C=1C=NC=CC1 (3-(3,5-Difluorophenyl)-6-hydroxy-2-(pyridin-3-yl)-1H-inden-1-one), C(=O)([O-])[O-].[K+].[K+] (K2CO3), BrCCC1=CC=CC=C1 (1-(2-bromoethyl)benzene). Starting materials: OC1=C(C=C(C(=O)OCC)C=C1)OC (ethyl 4-hydroxy-3-methoxybenzoate), FC1=CC=C(CBr)C=C1 (4-fluorobenzyl bromide). Product: FC1=CC=C(COC2=C(C=C(C(=O)O)C=C2)OC)C=C1 (4-(4-fluorobenzyloxy)-3-methoxybenzoic acid). Yield: 96.5%. RXN SMILES: [OH:1][C:2]1[CH:12]=[CH:11][C:5]([C:6]([O:8]CC)=[O:7])=[CH:4][C:3]=1[O:13][CH3:14].[F:15][C:16]1[CH:23]=[CH:22][C:19]([CH2:20]Br)=[CH:18][CH:17]=1>>[F:15][C:16]1[CH:23]=[CH:22][C:19]([CH2:20][O:1][C:2]2[CH:12]=[CH:11][C:5]([C:6]([OH:8])=[O:7])=[CH:4][C:3]=2[O:13][CH3:14])=[CH:18][CH:17]=1. Procedure: In a manner identical to Reference Example 4, ethyl 4-hydroxy-3-methoxybenzoate (4.10 g) was benzylated with 4-fluorobenzyl bromide (4.35 g) and then hydrolyzed to yield 5.57 g of 4-(4-fluorobenzyloxy)-3-methoxybenzoic acid. In a manner similar to Example 8, this material (1.38 g) were subjected to a condensation reaction with 1-isobutylpiperazine dihydrochloride (1.08 g), thereby yielding 2.24 g of 1-[4-(4-fluorobenzyloxy)-3-methoxybenzoyl]-4-isobutyl piperazine. This material was dissolved in ... Reactants: FC1=CC(=C(N)C=C1)[N+](=O)[O-] (4-fluoro-2-nitroaniline), C(=C)C(=O)C (methyl vinyl ketone). Product: FC=1C=C2C(=CC=NC2=C(C1)[N+](=O)[O-])C (6-fluoro-4-methyl-8-nitroquinoline). Isolated yield 39.0%. RXN SMILES: [F:1][C:2]1[CH:8]=[CH:7][C:5]([NH2:6])=[C:4]([N+:9]([O-:11])=[O:10])[CH:3]=1.[CH:12]([C:14]([CH3:16])=O)=[CH2:13]>>[F:1][C:2]1[CH:8]=[C:7]2[C:5](=[C:4]([N+:9]([O-:11])=[O:10])[CH:3]=1)[N:6]=[CH:13][CH:12]=[C:14]2[CH3:16]. Reported procedure: A Skraup reaction was run with 4-fluoro-2-nitroaniline and methyl vinyl ketone. The crude product was recrystallized multiply from benzene to obtain a 39% yield of pure 6-fluoro-4-methyl-8-nitroquinoline; mp 139°-141°. The reactants are O=C(c1ncc[nH]1)c1ncc[nH]1, C1CCOC1, CCCC(CN)c1cccc(OC)c1, O=C(O)Cc1c(Cl)cncc1Cl. Product: CCCC(CNC(=O)Cc1c(Cl)cncc1Cl)c1cccc(OC)c1. RXN SMILES: [C:13]([c:14]1[nH:15][cH:16][cH:17][n:18]1)([c:19]1[nH:20][cH:21][cH:22][n:23]1)=[O:24].[CH2:39]1[O:40][CH2:41][CH2:42][CH2:43]1.[CH3:25][O:26][c:27]1[cH:28][c:29]([CH:33]([CH2:34][NH2:35])[CH2:36][CH2:37][CH3:38])[cH:30][cH:31][cH:32]1.[Cl:1][c:2]1[cH:3][n:4][cH:5][c:6]([Cl:12])[c:7]1[CH2:8][C:9](=[O:10])[OH:11]>>[Cl:1][c:2]1[cH:3][n:4][cH:5][c:6]([Cl:12])[c:7]1[CH2:8][C:9](=[O:11])[NH:35][CH2:34][CH:33]([c:29]1[cH:28][c:27]([O:26][CH3:25])[cH:32][cH:31][cH:30]1)[CH2:36][CH2:37][CH3:38].